This data is from the Open Reaction Database (ORD), a public repository of structured organic reaction records. The task is: describe an organic reaction: reactants, conditions, products, and yield Starting materials: FC(OC=1C=C(CNC2CCOCC2)C=CC1)(F)F (N-[3-(trifluoromethoxy)benzyl]tetrahydro-2H-pyran-4-amine), CN1C=NC(=C1)C(=O)O (1-methyl-1H-imidazole-4-carboxylic acid), CCN=C=NCCCN(C)C.Cl (EDC.HCl), C=1C=CC2=C(C1)N=NN2O (HOBt). The solvent is C(C)#N (acetonitrile). The product is CN1C=NC(=C1)C(=O)N(CC1=CC(=CC=C1)OC(F)(F)F)C1CCOCC1 (1-Methyl-N-(tetrahydro-2H-pyran-4-yl)-N-[3-(trifluoromethoxy)benzyl]-1H-imidazole-4-carboxamide). Yield: 14.4%. RXN SMILES: [F:1][C:2]([F:19])([F:18])[O:3][C:4]1[CH:5]=[C:6]([CH:15]=[CH:16][CH:17]=1)[CH2:7][NH:8][CH:9]1[CH2:14][CH2:13][O:12][CH2:11][CH2:10]1.[CH3:20][N:21]1[CH:25]=[C:24]([C:26](O)=[O:27])[N:23]=[CH:22]1.CCN=C=NCCCN(C)C.Cl.C1C=CC2N(O)N=NC=2C=1>C(#N)C>[CH3:20][N:21]1[CH:25]=[C:24]([C:26]([N:8]([CH:9]2[CH2:14][CH2:13][O:12][CH2:11][CH2:10]2)[CH2:7][C:6]2[CH:15]=[CH:16][CH:17]=[C:4]([O:3][C:2]([F:18])([F:1])[F:19])[CH:5]=2)=[O:27])[N:23]=[CH:22]1 |f:2.3|. Procedure: A mixture of N-[3-(trifluoromethoxy)benzyl]tetrahydro-2H-pyran-4-amine (450 mg), 1-methyl-1H-imidazole-4-carboxylic acid (210 mg), EDC.HCl (320 mg), HOBt (250 mg) and acetonitrile (5 mL) was stirred at room temperature for an hour. Acetonitrile was distilled off under reduced pressure and an aqueous solution of 6 M sodium hydroxide was added. Extraction was conducted with ethyl acetate and the solvent was concentrated. The residue was purified by column chromatography (NH silica gel cartridge; e... Starting materials: [Si](C)(C)(C(C)(C)C)OC=1N(C2=C(C(=NC=C2)C)N1)C (2-t-butyldimethylsilyloxy-methyl-1-methylimidazo[4,5-c]pyridine), O1CCCC1 (tetrahydrofuran), C(C)(=O)O (acetic acid). Run in O (water). Reaction conditions: time 1 hour. Yields the product OCC=1N(C2=C(C=NC=C2)N1)C (2-Hydroxymethyl-1-methylimidazo[4.5-c]pyridine). Reaction SMILES: [Si](O[C:9]1[N:10]([CH3:19])[C:11]2[CH:16]=[CH:15][N:14]=[C:13](C)[C:12]=2[N:18]=1)(C(C)(C)C)(C)C.[O:20]1CCC[CH2:21]1.C(O)(=O)C>O>[OH:20][CH2:21][C:9]1[N:10]([CH3:19])[C:11]2[CH:16]=[CH:15][N:14]=[CH:13][C:12]=2[N:18]=1. Reported procedure: A solution of 3.00 g of 2-t-butyldimethylsilyloxy-methyl-1-methylimidazo[4,5-c]pyridine (prepared as described in Preparation 72) in 60 ml of a 1:1:1 by volume mixture of tetrahydrofuran, acetic acid and water was stirred at room temperature for 1 hour and then at 60° C. for 5 hours. At the end of this time, the reaction mixture was freed from the solvent by distillation. The resulting residue was mixed with an aqueous solution of sodium hydrogencarbonate and then concentrated by evaporation und...